This data is from the Open Reaction Database (ORD), a public repository of structured organic reaction records. The task is: describe an organic reaction: reactants, conditions, products, and yield Starting materials: C(C)OC(=O)C1CC2=C(NC=3C=CC(=CC23)OC)C1 (1,2,3,4-tetrahydro-7-methoxycyclopent[b]indol-2-carboxylic acid ethyl ester), CN (methyl amine). Solvent: C(C)O (ethanol). Reaction conditions: temperature 100 celsius, time 96 hour. Product: COC1=CC=2C3=C(NC2C=C1)CC(C3)C(=O)NC (1,2,3,4-Tetrahydro-7-methoxy-N-methylcyclopent[b]indole-2-carboxylic acid amide). Yield: 109.2%. RXN SMILES: C([O:3][C:4]([CH:6]1[CH2:19][C:9]2[NH:10][C:11]3[CH:12]=[CH:13][C:14]([O:17][CH3:18])=[CH:15][C:16]=3[C:8]=2[CH2:7]1)=O)C.[CH3:20][NH2:21]>C(O)C>[CH3:18][O:17][C:14]1[CH:13]=[CH:12][C:11]2[NH:10][C:9]3[CH2:19][CH:6]([C:4]([NH:21][CH3:20])=[O:3])[CH2:7][C:8]=3[C:16]=2[CH:15]=1. Procedure details: 1,2,3,4-tetrahydro-7-methoxycyclopent[b]indol-2-carboxylic acid ethyl ester (10.0 g, 0.039 mole) was added to a solution of methyl amine (6.0 g, 0.19 mole) and 40 ml of ethanol in a sealed tube. The mixture was heated to 100° C. and stirred for 96 hours. The mixture was concentrated to yield a brown solid (10.4 g), which was triturated with 50% ethyl acetate in CH2Cl2 to yield a tan solid (3.3 g). A portion (1.5 g) of this material was recrystallized from acetonitrile to yield 1.1 g of the produ...